Dataset: the Open Reaction Database (ORD), a public repository of structured organic reaction records. Task: describe an organic reaction: reactants, conditions, products, and yield The reactants are CCOC(=O)c1c(-c2ccc(C)cc2)c(C)cn1Cc1ccc(C)cc1, CO, [Na+], [OH-], O. Product: Cc1ccc(Cn2cc(C)c(-c3ccc(C)cc3)c2C(=O)O)cc1. Reaction SMILES: [CH2:1]([CH3:2])[O:3][C:4](=[O:5])[c:6]1[n:7]([CH2:19][c:20]2[cH:21][cH:22][c:23]([CH3:26])[cH:24][cH:25]2)[cH:8][c:9]([CH3:18])[c:10]1-[c:11]1[cH:12][cH:13][c:14]([CH3:17])[cH:15][cH:16]1.[CH3:29][OH:30].[Na+:28].[OH-:27].[OH2:31]>>[O:3]=[C:4]([OH:5])[c:6]1[n:7]([CH2:19][c:20]2[cH:21][cH:22][c:23]([CH3:26])[cH:24][cH:25]2)[cH:8][c:9]([CH3:18])[c:10]1-[c:11]1[cH:12][cH:13][c:14]([CH3:17])[cH:15][cH:16]1. Reactants: C(C(=O)Cl)(=O)Cl (oxalyl chloride), CCN(C(C)C)C(C)C (Hunig's base), O1CCN(CC1)CCOC1=CC=2N(C=C1)C(=CN2)C(=O)[O-].[Li+] (lithium 7-(2-morpholinoethoxy)imidazo[1,2-a]pyridine-3-carboxylate), C(C1=CC=CC=C1)N1N=CC=2C(=CC=CC12)N (1-benzyl-1H-indazol-4-amine). The solvent is C(Cl)Cl (DCM), CN(C)C=O (DMF). Yields the product C(C1=CC=CC=C1)N1N=CC2=C(C=CC=C12)NC(=O)C1=CN=C2N1C=CC(=C2)OCCN2CCOCC2 (N-(1-benzyl-1H-indazol-4-yl)-7-(2-morpholinoethoxy)imidazo[1,2-a]pyridine-3-carboxamide). Yield: 12.2%. Reaction SMILES: [O:1]1[CH2:6][CH2:5][N:4]([CH2:7][CH2:8][O:9][C:10]2[CH:15]=[CH:14][N:13]3[C:16]([C:19]([O-:21])=O)=[CH:17][N:18]=[C:12]3[CH:11]=2)[CH2:3][CH2:2]1.[Li+].C(Cl)(=O)C(Cl)=O.[CH2:29]([N:36]1[C:44]2[CH:43]=[CH:42][CH:41]=[C:40]([NH2:45])[C:39]=2[CH:38]=[N:37]1)[C:30]1[CH:35]=[CH:34][CH:33]=[CH:32][CH:31]=1.CCN(C(C)C)C(C)C>C(Cl)Cl.CN(C=O)C>[CH2:29]([N:36]1[C:44]2[C:39](=[C:40]([NH:45][C:19]([C:16]3[N:13]4[CH:14]=[CH:15][C:10]([O:9][CH2:8][CH2:7][N:4]5[CH2:3][CH2:2][O:1][CH2:6][CH2:5]5)=[CH:11][C:12]4=[N:18][CH:17]=3)=[O:21])[CH:41]=[CH:42][CH:43]=2)[CH:38]=[N:37]1)[C:30]1[CH:31]=[CH:32][CH:33]=[CH:34][CH:35]=1 |f:0.1|. Procedure: To a suspension of lithium 7-(2-morpholinoethoxy)imidazo[1,2-a]pyridine-3-carboxylate (42 mg, 0.142 mmol) in DCM were added oxalyl chloride (1.1 equivalents) and a drop of DMF. The mixture was stirred until gas evolution stopped. To the reaction mixture were then added 1-benzyl-1H-indazol-4-amine (31.6 mg, 0.142 mmol) and Hunig's base (1.2 equivalents). The reaction was stirred at ambient temperature for two hours and then concentrated. The residue was triturated with diethyl ether followed by c... The reactants are S(O)(O)(=O)=O (sulfuric acid), BrBr (Bromine), COC1=CC(=C(C=C1)O)[N+](=O)[O-] (4-methoxy-2-nitrophenol), C(C)(=O)[O-].[Na+] (sodium acetate). Run in C(C)(=O)O (acetic acid), C(C)(=O)O (acetic acid), O (water). Reaction conditions: time 30 minute. The product is BrC1=C(C(=CC(=C1)OC)[N+](=O)[O-])O (2-Bromo-4-methoxy-6-nitrophenol). RXN SMILES: [Br:1]Br.[CH3:3][O:4][C:5]1[CH:10]=[CH:9][C:8]([OH:11])=[C:7]([N+:12]([O-:14])=[O:13])[CH:6]=1.C([O-])(=O)C.[Na+].S(=O)(=O)(O)O>C(O)(=O)C.O>[Br:1][C:9]1[CH:10]=[C:5]([O:4][CH3:3])[CH:6]=[C:7]([N+:12]([O-:14])=[O:13])[C:8]=1[OH:11] |f:2.3|. Procedure details: Bromine (16.0 g, 100 mmol) in acetic acid (20 mL) was added into a mixture of 4-methoxy-2-nitrophenol (16.9 g, 100 mmol, sodium acetate (16.4 g, 200 mmol) and acetic acid (100 mL). The mixture was stirred for 30 min at room temperature, and then at 70° C. for 2 h and poured into water (1.5 l) containing concentrated sulfuric acid (10 mL). The precipitated solid filtered and crystallized from (chloroform/hexane) to give a brownish solid, m.p. 116-118° C.; MS m/e 246 (M−H)+.